The task is: describe an organic reaction: reactants, conditions, products, and yield. This data is from the Open Reaction Database (ORD), a public repository of structured organic reaction records. As a reaction SMILES: Br[CH2:2][C:3]1[NH:8][C:7]([C:9]2[S:10][CH:11]=[CH:12][N:13]=2)=[N:6][CH:5]([C:14]2[CH:19]=[CH:18][C:17]([Cl:20])=[CH:16][C:15]=2[Cl:21])[C:4]=1[C:22]([O:24][CH2:25][CH3:26])=[O:23].[CH3:27][C@H:28]1[O:33][CH2:32][CH2:31][NH:30][C@@H:29]1[C:34]([OH:36])=[O:35]>>[Cl:21][C:15]1[CH:16]=[C:17]([Cl:20])[CH:18]=[CH:19][C:14]=1[CH:5]1[N:6]=[C:7]([C:9]2[S:10][CH:11]=[CH:12][N:13]=2)[NH:8][C:3]([CH2:2][N:30]2[CH2:31][CH2:32][O:33][C@H:28]([CH3:27])[C@H:29]2[C:34]([OH:36])=[O:35])=[C:4]1[C:22]([O:24][CH2:25][CH3:26])=[O:23]. Procedure details: Ethyl 6-(bromomethyl)-4-(2,4-dichlorophenyl)-2-(thiazol-2-yl)-1,4-dihydropyrimidine-5-carboxylate (0.9 g, 1.9 mmol) was reacted with (2R,3S)-2-methyl morpholine-3-carboxylic acid (0.28 g, 1.9 mmol) according to the procedure as described in Example 34, Step D to give the title compound as a yellow solid (0.43 g, 42%). The compound was characterized by the following spectroscopic data: Product: ClC1=C(C=CC(=C1)Cl)C1C(=C(NC(=N1)C=1SC=CN1)CN1[C@@H]([C@H](OCC1)C)C(=O)O)C(=O)OCC ((2R,3S)-4-((6-(2,4-dichlorophenyl)-5-(ethoxycarbonyl)-2-(thiazol-2-yl)-3,6-dihydropyrimidin-4-yl)methyl)-2-methylmorpholine-3-carboxylic acid). Reactants: BrCC1=C(C(N=C(N1)C=1SC=CN1)C1=C(C=C(C=C1)Cl)Cl)C(=O)OCC (Ethyl 6-(bromomethyl)-4-(2,4-dichlorophenyl)-2-(thiazol-2-yl)-1,4-dihydropyrimidine-5-carboxylate), C[C@@H]1[C@H](NCCO1)C(=O)O ((2R,3S)-2-methyl morpholine-3-carboxylic acid). Isolated yield 42.0%. Reactants: ClC1=CC(=NC2=C(C=CC=C12)O)C (4-chloro-2-methyl-quinolin-8-ol), N1C=NC=C1 (imidazole). Solvent: O1CCOCC1 (dioxane). Yields the product N1(C=NC=C1)C1=CC(=NC2=C(C=CC=C12)O)C (4-Imidazol-1-yl-2-methyl-quinolin-8-ol). As a reaction SMILES: Cl[C:2]1[C:11]2[C:6](=[C:7]([OH:12])[CH:8]=[CH:9][CH:10]=2)[N:5]=[C:4]([CH3:13])[CH:3]=1.[NH:14]1[CH:18]=[CH:17][N:16]=[CH:15]1>O1CCOCC1>[N:14]1([C:2]2[C:11]3[C:6](=[C:7]([OH:12])[CH:8]=[CH:9][CH:10]=3)[N:5]=[C:4]([CH3:13])[CH:3]=2)[CH:18]=[CH:17][N:16]=[CH:15]1. Reported procedure: A mixture of 4-chloro-2-methyl-quinolin-8-ol (2.0 g, 10 mmol) and imidazole (3.53 g, 51.8 mmol) in dioxane (20 mL) was heated to reflux for 28 h. The solvent was removed in vacuo and the residue was purified by flash chromatography on silica gel (elution with DCM/methanol 10:1) to give the title compound. MS (m/z): 226.3 [M+H+]. The reactants are OC1CCC2(CCCCC2)CC1, ClCCl, C1CCOC1, CC(C)OC(=O)N=NC(=O)OC(C)C, CC1(c2ccc3cc(O)ccc3c2)COC(=O)N1, c1ccc(P(c2ccccc2)c2ccccc2)cc1. Product: CC1(c2ccc3cc(OC4CCC5(CCCCC5)CC4)ccc3c2)COC(=O)N1. Reaction SMILES: [CH2:1]1[CH2:2][CH:3]([OH:12])[CH2:4][CH2:5][C:6]12[CH2:7][CH2:8][CH2:9][CH2:10][CH2:11]2.[CH2:69]([Cl:70])[Cl:71].[O:50]1[CH2:51][CH2:52][CH2:53][CH2:54]1.[O:55]=[C:56]([O:57][CH:58]([CH3:59])[CH3:60])[N:61]=[N:62][C:63]([O:64][CH:65]([CH3:66])[CH3:67])=[O:68].[OH:13][c:14]1[cH:15][c:16]2[cH:17][cH:18][c:19]([C:24]3([CH3:30])[NH:25][C:26](=[O:29])[O:27][CH2:28]3)[cH:20][c:21]2[cH:22][cH:23]1.[c:31]1([P:32]([c:33]2[cH:34][cH:35][cH:36][cH:37][cH:38]2)[c:39]2[cH:40][cH:41][cH:42][cH:43][cH:44]2)[cH:45][cH:46][cH:47][cH:48][cH:49]1>>[CH2:1]1[CH2:2][CH:3]([O:12][c:14]2[cH:15][c:16]3[cH:17][cH:18][c:19]([C:24]4([CH3:30])[NH:25][C:26](=[O:29])[O:27][CH2:28]4)[cH:20][c:21]3[cH:22][cH:23]2)[CH2:4][CH2:5][C:6]12[CH2:7][CH2:8][CH2:9][CH2:10][CH2:11]2. Reactants: CC(C)(C)OC(=O)NC1=NC(c2cc(N)ccc2F)(C(F)F)COC1, Cc1cc(C#N)cnc1C(=O)O, C1CCOC1, CN1CCOCC1, CC(C)COC(=O)Cl. Yields the product Cc1cc(C#N)cnc1C(=O)Nc1ccc(F)c(C2(C(F)F)COCC(NC(=O)OC(C)(C)C)=N2)c1. Reaction SMILES: [C:1]([CH3:2])([CH3:3])([CH3:4])[O:5][C:6]([NH:7][C:8]1=[N:13][C:12]([CH:14]([F:15])[F:16])([c:17]2[c:18]([F:24])[cH:19][cH:20][c:21]([NH2:23])[cH:22]2)[CH2:11][O:10][CH2:9]1)=[O:25].[C:26](#[N:27])[c:28]1[cH:29][c:30]([CH3:37])[c:31]([C:34](=[O:35])[OH:36])[n:32][cH:33]1.[CH2:53]1[O:54][CH2:55][CH2:56][CH2:57]1.[CH3:38][N:39]1[CH2:40][CH2:41][O:42][CH2:43][CH2:44]1.[Cl:45][C:46]([O:47][CH2:48][CH:49]([CH3:50])[CH3:51])=[O:52]>>[C:1]([CH3:2])([CH3:3])([CH3:4])[O:5][C:6]([NH:7][C:8]1=[N:13][C:12]([CH:14]([F:15])[F:16])([c:17]2[c:18]([F:24])[cH:19][cH:20][c:21]([NH:23][C:34]([c:31]3[c:30]([CH3:37])[cH:29][c:28]([C:26]#[N:27])[cH:33][n:32]3)=[O:35])[cH:22]2)[CH2:11][O:10][CH2:9]1)=[O:25]. The reactants are [Al+3], CCN1CCOCC1, COc1ccc(C2(CN)CCCCC2)cc1OC, CN(C)c1ccccn1, CC(C)COC(=O)Cl, [H-], [H-], [H-], [H-], [Li+], [Na+], [Na+], O=S(=O)([O-])[O-], C1CCOC1. Product: CNCC1(c2ccc(OC)c(OC)c2)CCCCC1. Reaction SMILES: [Al+3:45].[CH2:19]([N:20]1[CH2:21][CH2:22][O:23][CH2:24][CH2:25]1)[CH3:26].[CH3:1][O:2][c:3]1[cH:4][c:5]([C:11]2([CH2:17][NH2:18])[CH2:12][CH2:13][CH2:14][CH2:15][CH2:16]2)[cH:6][cH:7][c:8]1[O:9][CH3:10].[CH3:27][N:28]([c:29]1[cH:30][cH:31][cH:32][cH:33][n:34]1)[CH3:35].[Cl:36][C:37]([O:38][CH2:39][CH:40]([CH3:41])[CH3:42])=[O:43].[H-:44].[H-:47].[H-:48].[H-:49].[Li+:46].[Na+:50].[Na+:51].[O-:52][S:53](=[O:54])(=[O:55])[O-:56].[O:57]1[CH2:58][CH2:59][CH2:60][CH2:61]1>>[CH3:1][O:2][c:3]1[cH:4][c:5]([C:11]2([CH2:17][NH:18][CH3:19])[CH2:12][CH2:13][CH2:14][CH2:15][CH2:16]2)[cH:6][cH:7][c:8]1[O:9][CH3:10].